Dataset: the Open Reaction Database (ORD), a public repository of structured organic reaction records. Task: describe an organic reaction: reactants, conditions, products, and yield The reactants are C(C)(=O)OC=C (vinyl acetate). The reagents and catalysts are [Pd](Cl)Cl (palladium chloride). Solvent: C(C)(=O)O (acetic acid). Conditions: time 3 hour. Yields the product C(C)(=O)OC(C)OC(C)=O (ethylidene diacetate). The yield is 2504.6%. Reaction SMILES: [C:1]([O:4][CH:5]=[CH2:6])(=[O:3])[CH3:2]>[Pd](Cl)Cl.C(O)(=O)C>[C:1]([O:4][CH:5]([O:4][C:1](=[O:3])[CH3:2])[CH3:6])(=[O:3])[CH3:2]. Reported procedure: The procedure of Example 9 was repeated except that 0.451 g of palladium chloride was used in place of palladium supported on activated carbon and the reaction was effected for 3 hours. GC analysis showed that 1.51 g of vinyl acetate and 32.1 g of ethylidene diacetate were formed with considerable amount of acetic acid.